This data is from the Open Reaction Database (ORD), a public repository of structured organic reaction records. The task is: describe an organic reaction: reactants, conditions, products, and yield Reactants: resultant suspension, [O-]S(=O)[O-].[Na+].[Na+] (Na2SO3), C(=O)(O)[O-].[Na+] (NaHCO3), ClC1=NC=CC2=C1C=CO2 (4-chloro-furo[3,2-c]pyridine), BrBr (Br2). Solvent: C(C)(=O)OCC (ethyl acetate), C(C)(=O)OCC (ethyl acetate), C(Cl)(Cl)(Cl)Cl (CCl4). Reaction conditions: time 4 hour. The product is ClC1=NC=CC2=C1C(=CO2)Br (4-Chloro-3-bromo-furo[3,2-c]pyridine). Yield: 77.4%. As a reaction SMILES: [Cl:1][C:2]1[C:7]2[CH:8]=[CH:9][O:10][C:6]=2[CH:5]=[CH:4][N:3]=1.[Br:11]Br.[O-]S([O-])=O.[Na+].[Na+].C([O-])(O)=O.[Na+]>C(Cl)(Cl)(Cl)Cl.C(OCC)(=O)C>[Cl:1][C:2]1[C:7]2[C:8]([Br:11])=[CH:9][O:10][C:6]=2[CH:5]=[CH:4][N:3]=1 |f:2.3.4,5.6|. Procedure details: To the solution of 4-chloro-furo[3,2-c]pyridine (4.2 g, 0.03 mol) In CCl4 (77 ml) was added Br2 (2.4 ml, 0.046 mol) at 0° C. and the resultant reaction mixture was stirred for 4 hours at room temperature. The resultant suspension was poured into the mixture of ethyl acetate and 10% Na2SO3. The corresponding organic phase was separated and dried over Na2SO4 and concentrated in vacuo. The crude residue was dissolved in THF (100 ml) and DBU (1,8-diazabicyclo[5.4.0]undec-7-ene) (5.6 ml) was added at...